Dataset: the Open Reaction Database (ORD), a public repository of structured organic reaction records. Task: describe an organic reaction: reactants, conditions, products, and yield Reactants: IC=1C=CC(=C(CN)C1)OCCN1CCCC1 (5-iodo-2-(2-pyrrolidin-1-ylethoxy)benzylamine), ClC1=CC=C(C=C1)C=1C=CC(=NC1)C#C (5-(4-chlorophenyl)-2-ethynylpyridine). Reaction SMILES: I[C:2]1[CH:3]=[CH:4][C:5]([O:10][CH2:11][CH2:12][N:13]2[CH2:17][CH2:16][CH2:15][CH2:14]2)=[C:6]([CH:9]=1)[CH2:7][NH2:8].[Cl:18][C:19]1[CH:24]=[CH:23][C:22]([C:25]2[CH:26]=[CH:27][C:28]([C:31]#[CH:32])=[N:29][CH:30]=2)=[CH:21][CH:20]=1>>[Cl:18][C:19]1[CH:20]=[CH:21][C:22]([C:25]2[CH:26]=[CH:27][C:28]([C:31]#[C:32][C:2]3[CH:3]=[CH:4][C:5]([O:10][CH2:11][CH2:12][N:13]4[CH2:17][CH2:16][CH2:15][CH2:14]4)=[C:6]([CH:9]=3)[CH2:7][NH2:8])=[N:29][CH:30]=2)=[CH:23][CH:24]=1. Product: ClC1=CC=C(C=C1)C=1C=CC(=NC1)C#CC=1C=CC(=C(CN)C1)OCCN1CCCC1 (5-[5-(4-chlorophenyl)pyridin-2-ylethynyl]-2-(2-pyrrolidin-1-ylethoxy)benzylamine). Reported procedure: The product was obtained analogously to Example 7.1e starting from 5-iodo-2-(2-pyrrolidin-1-ylethoxy)benzylamine and 5-(4-chlorophenyl)-2-ethynylpyridine. Yield: 28 mg (11% of theoretical); C26H26ClN3O (M=431.957); calc.: molpeak (M+H)+: 432/434 (Cl); found: molpeak (M+H)+: 432/434 (Cl); HPLC-MS: 3.90 minutes (method B). The reactants are ClC1=C(C=CC(=C1)Cl)C=1N=C(C(=NC1CC)N[C@H]1[C@H](CC2=CC=CC=C12)O)CC ((1R,2S)-1-{[5-(2,4-dichlorophenyl)-3,6-diethylpyrazin-2-yl]amino}-2,3-dihydro-1H-inden-2-ol), BrC=1N=C(C(=NC1CC)N[C@@H]1[C@@H](CC2=CC=CC=C12)O)CC ((1S,2R)-1-[(5-bromo-3,6-diethylpyrazin-2-yl)amino]-2,3-dihydro-1H-inden-2-ol). Product: ClC1=C(C=CC(=C1)Cl)C=1N=C(C(=NC1CC)N[C@@H]1[C@@H](CC2=CC=CC=C12)O)CC ((1S,2R)-1-{[5-(2,4-dichlorophenyl)-3,6-diethylpyrazin-2-yl]amino}-2,3-dihydro-1H-inden-2-ol). As a reaction SMILES: [Cl:1][C:2]1[CH:7]=[C:6]([Cl:8])[CH:5]=[CH:4][C:3]=1[C:9]1[N:10]=[C:11]([CH2:28][CH3:29])[C:12]([NH:17][C@@H:18]2[C:26]3[C:21](=[CH:22][CH:23]=[CH:24][CH:25]=3)[CH2:20][C@@H:19]2[OH:27])=[N:13][C:14]=1[CH2:15][CH3:16].BrC1N=C(CC)C(N[C@H]2C3C(=CC=CC=3)C[C@H]2O)=NC=1CC>>[Cl:1][C:2]1[CH:7]=[C:6]([Cl:8])[CH:5]=[CH:4][C:3]=1[C:9]1[N:10]=[C:11]([CH2:28][CH3:29])[C:12]([NH:17][C@H:18]2[C:26]3[C:21](=[CH:22][CH:23]=[CH:24][CH:25]=3)[CH2:20][C@H:19]2[OH:27])=[N:13][C:14]=1[CH2:15][CH3:16]. Reported procedure: Following the procedure for the preparation of (1R,2S)-1-{[5-(2,4-dichlorophenyl)-3,6-diethylpyrazin-2-yl]amino}-2,3-dihydro-1H-inden-2-ol but substituting (1S,2R)-1-[(5-bromo-3,6-diethylpyrazin-2-yl)amino]-2,3-dihydro-1H-inden-2-ol and making non-critical variations provided the title compound as a tan solid. IR (diffuse reflectance) 3439, 2964, 1568, 1551, 1500, 1469, 1391, 1373, 1204, 1183, 1102, 1048, 819, 748, 741 cm−1; OAMS supporting ions at: ESI+ 427.9; MS (EI) m/z 427 (M+); HRMS (FAB) c... Reactants: CO, CCOC(=O)C1=C(C)NC(CC)=C(C(=O)OCC)C1c1cc([N+](=O)[O-])ccc1OCCCCN, c1ccc(OCC2CO2)cc1. Product: CCOC(=O)C1=C(C)NC(CC)=C(C(=O)OCC)C1c1cc([N+](=O)[O-])ccc1OCCCCNCC(O)COc1ccccc1. RXN SMILES: [CH3:46][OH:47].[NH2:1][CH2:2][CH2:3][CH2:4][CH2:5][O:6][c:7]1[c:8]([CH:16]2[C:17]([C:30](=[O:31])[O:32][CH2:33][CH3:34])=[C:18]([CH2:28][CH3:29])[NH:19][C:20]([CH3:27])=[C:21]2[C:22](=[O:23])[O:24][CH2:25][CH3:26])[cH:9][c:10]([N+:13](=[O:14])[O-:15])[cH:11][cH:12]1.[c:35]1([O:41][CH2:42][CH:43]2[CH2:44][O:45]2)[cH:36][cH:37][cH:38][cH:39][cH:40]1>>[NH:1]([CH2:2][CH2:3][CH2:4][CH2:5][O:6][c:7]1[c:8]([CH:16]2[C:17]([C:30](=[O:31])[O:32][CH2:33][CH3:34])=[C:18]([CH2:28][CH3:29])[NH:19][C:20]([CH3:27])=[C:21]2[C:22](=[O:23])[O:24][CH2:25][CH3:26])[cH:9][c:10]([N+:13](=[O:14])[O-:15])[cH:11][cH:12]1)[CH2:44][CH:43]([CH2:42][O:41][c:35]1[cH:36][cH:37][cH:38][cH:39][cH:40]1)[OH:45].